From a dataset of the Open Reaction Database (ORD), a public repository of structured organic reaction records. describe an organic reaction: reactants, conditions, products, and yield The reactants are CCCCCCCCCCCCCCCC(=O)OCC(CSCCC(=O)NCC(=O)NCC(=O)OC(C)(C)C)OC(=O)CCCCCCCCCCCCCCC, CC(O)C1CO1. Product: CCCCCCCCCCCCCCCC(=O)OCC(CSCCC(=O)NCC(=O)NCC(=O)O)OC(=O)CCCCCCCCCCCCCCC. RXN SMILES: [C:1]([CH3:2])([CH3:3])([CH3:4])[O:5][C:6]([CH2:7][NH:8][C:9]([CH2:10][NH:11][C:12]([CH2:13][CH2:14][S:15][CH2:16][CH:17]([CH2:18][O:19][C:20]([CH2:21][CH2:22][CH2:23][CH2:24][CH2:25][CH2:26][CH2:27][CH2:28][CH2:29][CH2:30][CH2:31][CH2:32][CH2:33][CH2:34][CH3:35])=[O:36])[O:37][C:38]([CH2:39][CH2:40][CH2:41][CH2:42][CH2:43][CH2:44][CH2:45][CH2:46][CH2:47][CH2:48][CH2:49][CH2:50][CH2:51][CH2:52][CH3:53])=[O:54])=[O:55])=[O:56])=[O:57].[O:58]1[CH2:59][CH:60]1[CH:61]([OH:62])[CH3:63]>>[O:5]=[C:6]([CH2:7][NH:8][C:9]([CH2:10][NH:11][C:12]([CH2:13][CH2:14][S:15][CH2:16][CH:17]([CH2:18][O:19][C:20]([CH2:21][CH2:22][CH2:23][CH2:24][CH2:25][CH2:26][CH2:27][CH2:28][CH2:29][CH2:30][CH2:31][CH2:32][CH2:33][CH2:34][CH3:35])=[O:36])[O:37][C:38]([CH2:39][CH2:40][CH2:41][CH2:42][CH2:43][CH2:44][CH2:45][CH2:46][CH2:47][CH2:48][CH2:49][CH2:50][CH2:51][CH2:52][CH3:53])=[O:54])=[O:55])=[O:56])[OH:57]. Starting materials: CCOc1cc(C(C)(C)C)ncc1C1=NC(C)(c2ccc(Cl)cc2)C(C)(c2ccc(Cl)cc2)N1C(=O)NC1CCN(C(=O)OC(C)(C)C)CC1, CCN=C=O, ClCCl. The product is CCNC(=O)N1CCC(NC(=O)N2C(c3cnc(C(C)(C)C)cc3OCC)=NC(C)(c3ccc(Cl)cc3)C2(C)c2ccc(Cl)cc2)CC1. Reaction SMILES: [C:1]([O:2][C:6](=[O:7])[N:8]1[CH2:9][CH2:10][CH:11]([NH:14][C:15](=[O:16])[N:17]2[C:18]([c:38]3[cH:39][n:40][c:41]([C:47]([CH3:48])([CH3:49])[CH3:50])[cH:42][c:43]3[O:44][CH2:45][CH3:46])=[N:19][C:20]([CH3:30])([c:31]3[cH:32][cH:33][c:34]([Cl:37])[cH:35][cH:36]3)[C:21]2([CH3:22])[c:23]2[cH:24][cH:25][c:26]([Cl:29])[cH:27][cH:28]2)[CH2:12][CH2:13]1)([CH3:3])([CH3:4])[CH3:5].[CH2:51]([CH3:52])[N:53]=[C:54]=[O:55].[Cl:56][CH2:57][Cl:58]>>[C:6](=[O:7])([N:8]1[CH2:9][CH2:10][CH:11]([NH:14][C:15](=[O:16])[N:17]2[C:18]([c:38]3[cH:39][n:40][c:41]([C:47]([CH3:48])([CH3:49])[CH3:50])[cH:42][c:43]3[O:44][CH2:45][CH3:46])=[N:19][C:20]([CH3:30])([c:31]3[cH:32][cH:33][c:34]([Cl:37])[cH:35][cH:36]3)[C:21]2([CH3:22])[c:23]2[cH:24][cH:25][c:26]([Cl:29])[cH:27][cH:28]2)[CH2:12][CH2:13]1)[NH:53][CH2:51][CH3:52]. Starting materials: Cl (hydrochloric acid), N1CC(CC1)CC1=CNC2=CC=C(C=C12)C#N (3-[3-pyrrolidinylmethyl]-1H-indole-5-carbonitrile), ClCCN1C(NC2=CC=CC=C2C1=O)=O (3-(2-chloroethyl)-2,4-(1H,3H)-quinazolinedione), C(O)([O-])=O.[Na+] (sodium hydrogen carbonate). Run in CN(C=O)C (dimethylformamide), C(C)O (ethanol). Reaction conditions: time 6 hour. The product is Cl.O=C1NC2=CC=CC=C2C(N1CCN1CC(CC1)CC1=CNC2=CC=C(C=C12)C#N)=O (3-[(1-{2-[2,4-Dioxo-1,4-dihydro-3(2H)-quinazolinyl]ethyl}-3-pyrrolidinyl)methyl]-1H-indole-5-carbonitrile Hydrochloride). RXN SMILES: [NH:1]1[CH2:5][CH2:4][CH:3]([CH2:6][C:7]2[C:15]3[C:10](=[CH:11][CH:12]=[C:13]([C:16]#[N:17])[CH:14]=3)[NH:9][CH:8]=2)[CH2:2]1.[Cl:18][CH2:19][CH2:20][N:21]1[C:30](=[O:31])[C:29]2[C:24](=[CH:25][CH:26]=[CH:27][CH:28]=2)[NH:23][C:22]1=[O:32].C(=O)([O-])O.[Na+].Cl>CN(C)C=O.C(O)C>[ClH:18].[O:32]=[C:22]1[N:21]([CH2:20][CH2:19][N:1]2[CH2:5][CH2:4][CH:3]([CH2:6][C:7]3[C:15]4[C:10](=[CH:11][CH:12]=[C:13]([C:16]#[N:17])[CH:14]=4)[NH:9][CH:8]=3)[CH2:2]2)[C:30](=[O:31])[C:29]2[C:24](=[CH:25][CH:26]=[CH:27][CH:28]=2)[NH:23]1 |f:2.3,7.8|. Procedure: Under an inert atmosphere and at ambient temperature, 47.3 mmol (10 g) of 3-[3-pyrrolidinylmethyl]-1H-indole-5-carbonitrile, 47.3 mmol (9.97 g) of 3-(2-chloroethyl)-2,4-(1H,3H)-quinazolinedione and 47.3 mmol (3.73 g) of sodium hydrogen carbonate are dissolved in 100 ml of dimethylformamide, and stirring is carried out at 100° C. for 6 hours. The reaction mixture is concentrated and the residue is taken up in dichloromethane. The organic phase is washed with water and then with saturated sodium c... The reactants are CS(=O)(=O)Cl (Methanesulfonyl chloride), N1=CC=CC=C1 (pyridine), ClC1=CC=C(C=C1)C1=NC(OC2=C1C=CC(=C2)N)(C)C (4-(4-chlorophenyl)-2.2-dimethyl-2H-1,3-benzoxazin-7-ylamine). Run in C(Cl)(Cl)Cl (chloroform). Run at time 2 day. Product: ClC1=CC=C(C=C1)C1=NC(OC2=C1C=CC(=C2)NS(=O)(=O)C)(C)C (N-[4-(4-chlorophenyl)-2.2-dimethyl-2H-1,3-benzoxazin-7-yl]methanesulfonamide). RXN SMILES: [CH3:1][S:2](Cl)(=[O:4])=[O:3].N1C=CC=CC=1.[Cl:12][C:13]1[CH:18]=[CH:17][C:16]([C:19]2[C:24]3[CH:25]=[CH:26][C:27]([NH2:29])=[CH:28][C:23]=3[O:22][C:21]([CH3:31])([CH3:30])[N:20]=2)=[CH:15][CH:14]=1>C(Cl)(Cl)Cl>[Cl:12][C:13]1[CH:14]=[CH:15][C:16]([C:19]2[C:24]3[CH:25]=[CH:26][C:27]([NH:29][S:2]([CH3:1])(=[O:4])=[O:3])=[CH:28][C:23]=3[O:22][C:21]([CH3:31])([CH3:30])[N:20]=2)=[CH:17][CH:18]=1. Procedure details: Methanesulfonyl chloride (55 μL) and pyridine (85 μL) were added dropwise to a solution of 4-(4-chlorophenyl)-2.2-dimethyl-2H-1,3-benzoxazin-7-ylamine (a compound of Reference Example 1, 101 mg) in chloroform (8 mL) and said mixture was stirred at room temperature for 2 days. The reaction solution was purified by column chromatography on silica gel (Chromatorex NH-silica gel, FUJI SILYSIA CHEMICAL LTD., Solvent: chloroform/methanol=100/0 to 90/10) and the obtained powder was suspended in diisopr...